This data is from the Open Reaction Database (ORD), a public repository of structured organic reaction records. The task is: describe an organic reaction: reactants, conditions, products, and yield The reactants are [O-2].[Zn+2] (zinc oxide), aqueous solution, CS(=O)(=O)O (methanesulfonic acid), NCCNCCNCCNCCN (tetraethylenepentamine), 375.5. Solvent: O (water). Product: CS(=O)(=O)[O-].[Zn+2].CS(=O)(=O)[O-] (zinc methanesulfonate). Reaction SMILES: [O-2].[Zn+2:2].[CH3:3][S:4]([OH:7])(=[O:6])=[O:5].NCCNCCNCCNCCN>O>[CH3:3][S:4]([O-:7])(=[O:6])=[O:5].[Zn+2:2].[CH3:3][S:4]([O-:7])(=[O:6])=[O:5] |f:0.1,5.6.7|. Procedure details: A solution of zinc methanesulfonate was prepared from 7 parts zinc oxide, 22.6 parts of a 70% aqueous solution of methanesulfonic acid and 41.4 parts water. To this solution was added 15.5 parts tetraethylenepentamine over a one hour period. A solution of 375.5 parts Example 1 product in 176.7 parts Promor oil was added, and the materials were reacted at 150° C. for two hours under a vacuum of 2 mm of mercury. The product, after dilution with 160.7 parts Promor oil, and filtration, contained 0.4... The reactants are CN1C(NC2=NC=3C=CC(=CC3C=C21)OCCCC(=O)O)=O (4-[(2,3-dihydro-1-methyl-2-oxo-1H-imidazo[4,5-b]quinolin-7-yl)oxy]butanoic acid), C1(CCCCC1)N (cyclohexylamine). Product: C1(CCCCC1)NC(CCCOC1=CC=2C=C3C(=NC2C=C1)NC(N3C)=O)=O (N-Cyclohexyl-4-[(2,3-dihydro-1-methyl-2-oxo 1H-imidazo[4,5-b]quinolin-7-yl)oxy]butanamide). RXN SMILES: [CH3:1][N:2]1[C:14]2[C:5](=[N:6][C:7]3[CH:8]=[CH:9][C:10]([O:15][CH2:16][CH2:17][CH2:18][C:19]([OH:21])=O)=[CH:11][C:12]=3[CH:13]=2)[NH:4][C:3]1=[O:22].[CH:23]1([NH2:29])[CH2:28][CH2:27][CH2:26][CH2:25][CH2:24]1>>[CH:23]1([NH:29][C:19](=[O:21])[CH2:18][CH2:17][CH2:16][O:15][C:10]2[CH:9]=[CH:8][C:7]3[N:6]=[C:5]4[NH:4][C:3](=[O:22])[N:2]([CH3:1])[C:14]4=[CH:13][C:12]=3[CH:11]=2)[CH2:28][CH2:27][CH2:26][CH2:25][CH2:24]1. Procedure details: This compound, m.p. 282°-284° C., was prepared analogous to Example 15 from 4-[(2,3-dihydro-1-methyl-2-oxo-1H-imidazo[4,5-b]quinolin-7-yl)oxy]butanoic acid and cyclohexylamine. The reactants are CC(C)(C)[Si](C)(C)OC[C@@H]([C@H]([C@H](\C=C/C=C)C)OCC1=CC=C(C=C1)OC)C ((1,1-dimethylethyl)[[(2S,3S,4S,5Z)-3-[(4-methoxyphenyl)methoxy]-2,4-dimethyl-5,7-octadienyl]oxy]dimethylsilane), Cl (HCl). Run in C1CCOC1 (THF). Conditions: temperature 0 celsius, time 1 hour. Yields the product COC1=CC=C(C=C1)CO[C@H]([C@H](CO)C)[C@H](\C=C/C=C)C ((2S,3S,4S,5Z)-3-[(4-methoxyphenyl)methoxy]-2,4-dimethyl-5,7-octadien-1-ol). The yield is 86.1%. RXN SMILES: CC([Si]([O:8][CH2:9][C@H:10]([CH3:28])[C@@H:11]([O:18][CH2:19][C:20]1[CH:25]=[CH:24][C:23]([O:26][CH3:27])=[CH:22][CH:21]=1)[C@@H:12]([CH3:17])/[CH:13]=[CH:14]\[CH:15]=[CH2:16])(C)C)(C)C.Cl>C1COCC1>[CH3:27][O:26][C:23]1[CH:22]=[CH:21][C:20]([CH2:19][O:18][C@@H:11]([C@@H:12]([CH3:17])/[CH:13]=[CH:14]\[CH:15]=[CH2:16])[C@@H:10]([CH3:28])[CH2:9][OH:8])=[CH:25][CH:24]=1. Procedure details: A solution of (1,1-dimethylethyl)[[(2S,3S,4S,5Z)-3-[(4-methoxyphenyl)methoxy]-2,4-dimethyl-5,7-octadienyl]oxy]dimethylsilane (6.74 g, 16.68 mmol) and THF (70 mL) is cooled to 0° C. 4 N aqueous HCl (70 mL) is added to the solution dropwise to maintain the reaction temperature at less than 5° C. The mixture is stirred at 0° C. for 1 h. The mixture is quenched by the addition of saturated aqueous NaCO3. The organic phase is separated. The aqueous phase is extracted with ethyl acetate (5×100 mL). Th... Starting materials: N/C(=C(/C#N)\C=1CCN(CC1)CC1=CC=CC=C1)/C ((E)-3-amino-2-(1-benzyl-1,2,3,6-tetrahydro-pyridin-4-yl)-but-2-enenitrile), [Cl-].N1(N=NC2=C1C=CC=C2)C=[N+](C)C (benzotriazol-1-ylmethylene-dimethyl-ammonium chloride), [OH-].[Na+] (NaOH). Yield: 60.4%. Yields the product C(C1=CC=CC=C1)N1CCC=2C(=C(N=CC2C1)C)C#N (7-benzyl-3-methyl-5,6,7,8-tetrahydro-2,7-naphthyridine-4-carbonitrile). Procedure details: To a solution of (E)-3-amino-2-(1-benzyl-1,2,3,6-tetrahydro-pyridin-4-yl)-but-2-enenitrile (15 g, 0.056 mole) in dichloromethane (200 mL), freshly prepared benzotriazol-1-ylmethylene-dimethyl-ammonium chloride (12 g, 0.068 mole) was added in one portion. The mixture was stirred for 24 h at ambient temperature. NaOH (2N, 200 mL) was added, and the resulting mixture was stirred vigorously for 5 min. The phases were separated and the aqueous phase was extracted with dichloromethane (100 mL). The co... Reaction SMILES: [NH2:1]/[C:2](/[CH3:19])=[C:3](\[C:6]1[CH2:7][CH2:8][N:9]([CH2:12][C:13]2[CH:18]=[CH:17][CH:16]=[CH:15][CH:14]=2)[CH2:10][CH:11]=1)/[C:4]#[N:5].[Cl-].N1(C=[N+](C)C)C2C=CC=C[C:24]=2N=N1.[OH-].[Na+]>ClCCl>[CH2:12]([N:9]1[CH2:8][C:7]2[CH:24]=[N:1][C:2]([CH3:19])=[C:3]([C:4]#[N:5])[C:6]=2[CH2:11][CH2:10]1)[C:13]1[CH:14]=[CH:15][CH:16]=[CH:17][CH:18]=1 |f:1.2,3.4|. Solvent: ClCCl (dichloromethane). Run at time 24 hour. Reactants: Cl (hydrochloric acid), N(=O)[O-].[Na+] (NaNO2), NC1=NC(=CC(=N1)OC)OC (2-amino-4,6-dimethoxypyrimidine), aqueous solution, [OH-].[Na+] (NaOH). Run in O (H2O). Conditions: temperature 0 celsius, time 1 hour. Product: ClC1=NC(=CC(=N1)OC)OC (2-chloro-4,6-dimethoxypyrimidine). As a reaction SMILES: [ClH:1].N[C:3]1[N:8]=[C:7]([O:9][CH3:10])[CH:6]=[C:5]([O:11][CH3:12])[N:4]=1.N([O-])=O.[Na+].[OH-].[Na+]>O>[Cl:1][C:3]1[N:8]=[C:7]([O:9][CH3:10])[CH:6]=[C:5]([O:11][CH3:12])[N:4]=1 |f:2.3,4.5|. Reported procedure: 1,260 ml of 36% hydrochloric acid were charged in a 5-l four-necked flask and then cooled to 0° C. After 180 g (1.16 moles) of 2-amino-4,6-dimethoxypyrimidine were added in small portions into the flask, the resulting mixture was stirred for about 1 hour until the reaction mixture changed into a syrupy form. After the reaction mixture was cooled to -15° C., 260 ml of 159 g (2.3 moles) of NaNO2 in H2O were added dropwise over about 1 hour under vigorous stirring. After completion of the dropwise ... Reactants: O=C([O-])[O-], Cn1cnc(CCl)n1, CN(C)C=O, Fc1ccc(C23CCC(CCC2OCc2cc(C(F)(F)F)cc(C(F)(F)F)c2)N3)cc1, [K+], [K+], O. Product: Cl, Cn1cnc(CN2C3CCC(OCc4cc(C(F)(F)F)cc(C(F)(F)F)c4)C2(c2ccc(F)cc2)CC3)n1. Reaction SMILES: [C:32](=[O:33])([O-:34])[O-:35].[CH3:38][n:39]1[n:40][c:41]([CH2:44][Cl:45])[n:42][cH:43]1.[CH3:47][N:48]([CH3:49])[CH:50]=[O:51].[F:1][C:2]([c:3]1[cH:4][c:5]([CH2:13][O:14][CH:15]2[C:16]3([c:23]4[cH:24][cH:25][c:26]([F:29])[cH:27][cH:28]4)[CH2:17][CH2:18][CH:19]([CH2:20][CH2:21]2)[NH:22]3)[cH:6][c:7]([C:9]([F:10])([F:11])[F:12])[cH:8]1)([F:30])[F:31].[K+:36].[K+:37].[OH2:46]>>[ClH:45].[F:1][C:2]([c:3]1[cH:4][c:5]([CH2:13][O:14][CH:15]2[C:16]3([c:23]4[cH:24][cH:25][c:26]([F:29])[cH:27][cH:28]4)[CH2:17][CH2:18][CH:19]([CH2:20][CH2:21]2)[N:22]3[CH2:44][c:41]2[n:40][n:39]([CH3:38])[cH:43][n:42]2)[cH:6][c:7]([C:9]([F:10])([F:11])[F:12])[cH:8]1)([F:30])[F:31].